From a dataset of the Open Reaction Database (ORD), a public repository of structured organic reaction records. describe an organic reaction: reactants, conditions, products, and yield Reactants: CO (methanol), Cl (HCl), N(=C=S)C1=CC(=C(C#N)C=C1)C(F)(F)F (4-isothiocyanato-2-trifluoromethylbenzonitrile), CC1=CC=C(C=C1)NC1(CCC1)C#N (1-(4-methylphenyl)aminocyclobutanenitrile). Run in O (water), CN(C)C=O (DMF). Reaction conditions: time 24 hour. Yields the product O=C1N(C(N(C12CCC2)C2=CC=C(C=C2)C)=S)C2=CC(=C(C#N)C=C2)C(F)(F)F (4-(8-oxo-6-thioxo-5-(4-methylphenyl)-5,7-diazaspiro[3.4]oct-7-yl)-2-trifluoromethylbenzonitrile), 7c. The yield is 77.0%. Reaction SMILES: [N:1]([C:4]1[CH:11]=[CH:10][C:7]([C:8]#[N:9])=[C:6]([C:12]([F:15])([F:14])[F:13])[CH:5]=1)=[C:2]=[S:3].[CH3:16][C:17]1[CH:22]=[CH:21][C:20]([NH:23][C:24]2([C:28]#N)[CH2:27][CH2:26][CH2:25]2)=[CH:19][CH:18]=1.C[OH:31].Cl>CN(C=O)C.O>[O:31]=[C:28]1[C:24]2([CH2:27][CH2:26][CH2:25]2)[N:23]([C:20]2[CH:21]=[CH:22][C:17]([CH3:16])=[CH:18][CH:19]=2)[C:2](=[S:3])[N:1]1[C:4]1[CH:11]=[CH:10][C:7]([C:8]#[N:9])=[C:6]([C:12]([F:13])([F:15])[F:14])[CH:5]=1. Procedure: A mixture of 1a (0.912 g, 4 mmol) and 7a (0.558 g, 3 mmol) in dry DMF (0.5 ml) was stirred at room temperature for 24 h. To this mixture were added methanol (30 ml) and HCl aq. 2N (6 ml). The second mixture was refluxed for 6 h. After being cooled to room temperature, the reaction mixture was poured into cold water (50 ml) and extracted with ethyl acetate (60 ml). The organic layer was dried over MgSO4, concentrated and chromatographed (dichloromethane) to yield 4-(8-oxo-6-thioxo-5-(4-methylphen...